This data is from the Open Reaction Database (ORD), a public repository of structured organic reaction records. The task is: describe an organic reaction: reactants, conditions, products, and yield The reactants are N(=[N+]=[N-])[C@H]1C=2C=CC(=CC2CCC1)CN1CCCCC1 ((R)-1-((5-azido-5,6,7,8-tetrahydronaphthalen-2-yl)methyl)piperidine), N(=[N+]=[N-])[C@@H]1CCOC2=CC(=CC=C12)C=O ((R)-4-azido-3,4-dihydro-2H-chromene-7-carbaldehyde). Yields the product N(=[N+]=[N-])[C@@H]1CCOC2=CC(=CC=C12)CNC1CCCC1 ((R)-N-((4-Azido-3,4-dihydro-2H-chromen-7-yl)methyl)-cyclopentylamine). RXN SMILES: [N:1]([C@@H:4]1[CH2:13][CH2:12]C[C:10]2[CH:9]=[C:8]([CH2:14][N:15]3[CH2:20][CH2:19][CH2:18][CH2:17][CH2:16]3)[CH:7]=[CH:6][C:5]1=2)=[N+:2]=[N-:3].N([C@H]1C2C(=CC(C=O)=CC=2)[O:27]CC1)=[N+]=[N-]>>[N:1]([C@H:4]1[C:5]2[C:10](=[CH:9][C:8]([CH2:14][NH:15][CH:20]3[CH2:19][CH2:18][CH2:17][CH2:16]3)=[CH:7][CH:6]=2)[O:27][CH2:12][CH2:13]1)=[N+:2]=[N-:3]. Procedure details: Using the same procedure described for (20), and using (R)-4-azido-3,4-dihydro-2H-chromene-7-carbaldehyde afforded (R)-N-((4-Azido-3,4-dihydro-2H-chromen-7-yl)methyl)-cyclopentylamine (27) MS (m/z): 273.3 (M+H) (Calc'd for C15H20N4O−272.35). The reactants are C1(CC1)C=1C(=CC(=NC1)C(=O)O)OCC(F)(F)F (5-Cyclopropyl-4-(2,2,2-trifluoro-ethoxy)-pyridine-2-carboxylic acid), CC(C(N)C=1OC(=NN1)C)(C)C (2,2-dimethyl-1-(5-methyl-1,3,4-oxadiazol-2-yl)propan-1-amine). Yields the product C1(CC1)C=1C(=CC(=NC1)C(=O)NC(C(C)(C)C)C=1OC(=NN1)C)OCC(F)(F)F (5-cyclopropyl-N-[2,2-dimethyl-1-(5-methyl-1,3,4-oxadiazol-2-yl)propyl]-4-(2,2,2-trifluoroethoxy)pyridine-2-carboxamide). As a reaction SMILES: [CH:1]1([C:4]2[C:5]([O:13][CH2:14][C:15]([F:18])([F:17])[F:16])=[CH:6][C:7]([C:10]([OH:12])=O)=[N:8][CH:9]=2)[CH2:3][CH2:2]1.[CH3:19][C:20]([CH3:30])([CH3:29])[CH:21]([C:23]1[O:24][C:25]([CH3:28])=[N:26][N:27]=1)[NH2:22]>>[CH:1]1([C:4]2[C:5]([O:13][CH2:14][C:15]([F:18])([F:17])[F:16])=[CH:6][C:7]([C:10]([NH:22][CH:21]([C:23]3[O:24][C:25]([CH3:28])=[N:26][N:27]=3)[C:20]([CH3:19])([CH3:29])[CH3:30])=[O:12])=[N:8][CH:9]=2)[CH2:2][CH2:3]1. Procedure: The title compound was synthesized in analogy to Example 112e, using 5-Cyclopropyl-4-(2,2,2-trifluoro-ethoxy)-pyridine-2-carboxylic acid (Example 48c) and 2,2-dimethyl-1-(5-methyl-1,3,4-oxadiazol-2-yl)propan-1-amine (example 174b) as starting materials and isolated (128 mg, 81%); MS (ESI, m/z): 413.6 (M+H+). Starting materials: NC1=C2CCCC(C2=CC=C1OCC1=CC=CC=C1)=O (5-amino-6-benzyloxy-1,2,3,4-tetrahydro-1-naphthalenone), 1-hydroxy-1- aminomethyl, Cl (HCl), C[Si](C)(C)C#N (trimethylsilylcyanide), [H-].[Al+3].[Li+].[H-].[H-].[H-] (lithium aluminum hydride). The product is Cl.NCC1=CCCC2=C(C(=CC=C12)OCC1=CC=CC=C1)N (1-aminomethyl-5-amino-6-benzyloxy-3,4-dihydronaphthalene HCl). RXN SMILES: [NH2:1][C:2]1[C:11]([O:12][CH2:13][C:14]2[CH:19]=[CH:18][CH:17]=[CH:16][CH:15]=2)=[CH:10][CH:9]=[C:8]2[C:3]=1[CH2:4][CH2:5][CH2:6][C:7]2=O.C[Si]([C:25]#[N:26])(C)C.[H-].[Al+3].[Li+].[H-].[H-].[H-].[ClH:33]>>[ClH:33].[NH2:26][CH2:25][C:7]1[C:8]2[C:3](=[C:2]([NH2:1])[C:11]([O:12][CH2:13][C:14]3[CH:19]=[CH:18][CH:17]=[CH:16][CH:15]=3)=[CH:10][CH:9]=2)[CH2:4][CH2:5][CH:6]=1 |f:2.3.4.5.6.7,9.10|. Procedure: 5-amino-6-benzyloxy-1,2,3,4-tetrahydro-1-naphthalenone (such as that disclosed in U.S. Pat. No. 4,035,512) is reacted with trimethylsilylcyanide followed by lithium aluminum hydride. The resultant 1-hydroxy-1- aminomethyl compound is dehydrated with HCl to give 1-aminomethyl-5-amino-6-benzyloxy-3,4-dihydronaphthalene HCl. This latter compound is reacted with trifluoro acetic anhydride to give 1-trifluoroacetylaminomethyl-5-amino-6-benzyloxy-3,4-dihydronaphthalene. This latter compound is formyla...